Dataset: the Open Reaction Database (ORD), a public repository of structured organic reaction records. Task: describe an organic reaction: reactants, conditions, products, and yield Starting materials: C(C(CCC)CCC)(=O)O (valproic acid), S(=O)(Cl)Cl (thionyl chloride). Run in C1=CC=CC=C1 (benzene). Conditions: temperature 50 celsius. Product: C(C(CCC)CCC)(=O)Cl (Valproic acid chloride). Reaction SMILES: [C:1]([OH:10])(=O)[CH:2]([CH2:6][CH2:7][CH3:8])[CH2:3][CH2:4][CH3:5].S(Cl)([Cl:13])=O>C1C=CC=CC=1>[C:1]([Cl:13])(=[O:10])[CH:2]([CH2:6][CH2:7][CH3:8])[CH2:3][CH2:4][CH3:5]. Reported procedure: To 4.32 g (30 mmol) of valproic acid in an ice bath, thionyl chloride (3.60 g, 30 mmol) was slowly added, with stirring. The neat mixture was allowed to come to room temperature and then heated in a water bath at 50° C. for 30 minutes. 50 M1 portions of dry benzene were twice added and removed under reduced pressure. The resultant product was used in subsequent reactions without further purification. Starting materials: ClC1=CC(=C(C=C1Cl)NC(CC1=CC(=CC=C1)C)=O)[N+](=O)[O-] (4,5-Dichloro-2-nitro-1-[(3-methylphenyl)acetamido]benzene), [K+].[Br-] (KBr). Run in CCO (EtOH). The product is ClC=1C=C2[N+](=C(C(NC2=CC1Cl)=O)C1=CC(=CC=C1)C)[O-] (6,7-Dichloro-3-(3'-methylphenyl)-1,2-dihydroquinoxalin-2-one-4-oxide). The yield is 97.0%. As a reaction SMILES: [Cl:1][C:2]1[C:7]([Cl:8])=[CH:6][C:5]([NH:9][C:10](=[O:19])[CH2:11][C:12]2[CH:17]=[CH:16][CH:15]=[C:14]([CH3:18])[CH:13]=2)=[C:4]([N+:20]([O-:22])=O)[CH:3]=1.[K+].[Br-]>CCO>[Cl:1][C:2]1[CH:3]=[C:4]2[C:5](=[CH:6][C:7]=1[Cl:8])[NH:9][C:10](=[O:19])[C:11]([C:12]1[CH:17]=[CH:16][CH:15]=[C:14]([CH3:18])[CH:13]=1)=[N+:20]2[O-:22] |f:1.2|. Procedure: The title compound was prepared according to the general procedure described in Example 6 by instituting 8 mmol of 133 for 125. Yield: 97%; mp 260°-262° C. (from EtOH); IR (KBr) 3454, 3044, 2923, 2801, 1653, 1617, 1380, 1364, 1311 and 1245 cm-1 ; 1H NMR (in DMSO-d6) δ2.31 (s, 3H), 7.23 (m, 1H,), 7.33 (m, 1H), 7.43 (m, 1H), 7.44 (s, 1H, 7.51 (s, 1H), 8.27 (s, 1H), 12.59 (br.s, 1H, N--H); HPLC: 97%; HRMS Calcd for C15H10N2O2Cl2 : 320.0119.